describe an organic reaction: reactants, conditions, products, and yield From a dataset of the Open Reaction Database (ORD), a public repository of structured organic reaction records. Reactants: [Al+3], C1CCOC1, CCOC(=O)CC1CC1c1ncc(F)c(Cl)c1C, [H-], [H-], [H-], [H-], [Li+]. As a reaction SMILES: [Al+3:20].[CH2:25]1[O:26][CH2:27][CH2:28][CH2:29]1.[Cl:1][c:2]1[c:3]([CH3:18])[c:4]([CH:9]2[CH:10]([CH2:12][C:13](=[O:14])[O:15][CH2:16][CH3:17])[CH2:11]2)[n:5][cH:6][c:7]1[F:8].[H-:19].[H-:22].[H-:23].[H-:24].[Li+:21]>>[Cl:1][c:2]1[c:3]([CH3:18])[c:4]([CH:9]2[CH:10]([CH2:12][CH2:13][OH:14])[CH2:11]2)[n:5][cH:6][c:7]1[F:8]. Product: Cc1c(C2CC2CCO)ncc(F)c1Cl. Starting materials: OC1=C(C=CC(=C1)O)C(CCCC1=CC=CC=C1)=O (1-(2,4-dihydroxyphenyl)4-phenylbutan-1-one), NC1=CC=C(C=C1)C=1CCC(NN1)=O (6-(4-aminophenyl)-4,5-dihydropyridazin-3(2H)one). Run in C(C)(=O)OCC (ethyl acetate). Conditions: temperature 150 celsius. Yields the product OC1=C(C=CC(=C1)O)C(CCCC1=CC=CC=C1)=NC1=CC=C(C=C1)C=1CCC(NN1)=O (6-[4-(1-(2,4-dihydroxyphenyl)-4-phenylbutylidene)aminophenyl]-4,5-dihydropyridazin-3(2H)one). As a reaction SMILES: [OH:1][C:2]1[CH:7]=[C:6]([OH:8])[CH:5]=[CH:4][C:3]=1[C:9](=O)[CH2:10][CH2:11][CH2:12][C:13]1[CH:18]=[CH:17][CH:16]=[CH:15][CH:14]=1.[NH2:20][C:21]1[CH:26]=[CH:25][C:24]([C:27]2[CH2:28][CH2:29][C:30](=[O:33])[NH:31][N:32]=2)=[CH:23][CH:22]=1>C(OCC)(=O)C>[OH:1][C:2]1[CH:7]=[C:6]([OH:8])[CH:5]=[CH:4][C:3]=1[C:9](=[N:20][C:21]1[CH:26]=[CH:25][C:24]([C:27]2[CH2:28][CH2:29][C:30](=[O:33])[NH:31][N:32]=2)=[CH:23][CH:22]=1)[CH2:10][CH2:11][CH2:12][C:13]1[CH:18]=[CH:17][CH:16]=[CH:15][CH:14]=1. Reported procedure: A mixture containing 0.2 g of 1-(2,4-dihydroxyphenyl)4-phenylbutan-1-one and 6-(4-aminophenyl)-4,5-dihydropyridazin-3(2H)one was heated for 24 h at 150° C. The product was treated with ethyl acetate. Yield 0.2 g (88%), m.p. 274°-280° C. Starting materials: FC(C(=O)NNC=1SC2=C(N1)C=CC=C2)(F)F (2-(2-(Trifluoroacetyl)hydrazino)benzothiazole), C1(=CC=CC=C1)O (phenol). Product: FC(C1=NN=C2SC3=C(N21)C=CC=C3)(F)F (3-Trifluoromethyl-s-triazolo(3,4-b)benzothiazole). Reaction SMILES: [F:1][C:2]([F:17])([F:16])[C:3]([NH:5][NH:6][C:7]1[S:8][C:9]2[CH:15]=[CH:14][CH:13]=[CH:12][C:10]=2[N:11]=1)=O.C1(O)C=CC=CC=1>>[F:1][C:2]([F:17])([F:16])[C:3]1[N:11]2[C:7]([S:8][C:9]3[CH:15]=[CH:14][CH:13]=[CH:12][C:10]=32)=[N:6][N:5]=1. Reported procedure: 2-(2-(Trifluoroacetyl)hydrazino)benzothiazole (17.8 grams) was mixed with phenol (44.5 grams) and refluxed for 24 hours. The reaction mixture was then steam distilled to remove the phenol, and the oil remaining was extracted with chloroform/water. The chloroform was subsequently stripped and the remaining material, the desired 3-trifluoromethyl-s-triazolo(3,4-b)benzothiazole product, recrystallized from ethyl acetate. The product so obtained melted at 140°-1° C. The reactants are (3S)-2-Oxo-3-tert-Butoxycarbonylamino-1,3,4,5-tetrahydro-1H-1,5-benzodiazepine, CCOC(=O)C (EtOAc), Cl.CN(CCCN=C=NCC)C (1-(3-Dimethylaminopropyl)-3-ethylcarbodiimide hydrochloride), C(C)(C)(C)OC(=O)N[C@H](C(=O)O)CNC1=C(C=CC=C1)N ((2S)-2-tert-butoxycarbonylamino-3-(2-aminophenylamino)propionic acid). Solvent: CN(C)C=O (DMF). Reaction conditions: time 18 hour. The product is COC(CN1C([C@H](CNC2=C1C=CC=C2)NC(=O)OC(C)(C)C)=O)=O ((3S)-2-Oxo-3-tert-butoxycarbonylamino-2,3,4,5-tetrahydro-1H-1,5-benzodiazepine-1-acetic acid methyl ester). The yield is 71.0%. RXN SMILES: Cl.CN(C)CCCN=C=NCC.[C:13]([O:17][C:18]([NH:20][C@@H:21]([CH2:25][NH:26][C:27]1[CH:32]=[CH:31][CH:30]=[CH:29][C:28]=1[NH2:33])[C:22]([OH:24])=O)=[O:19])([CH3:16])([CH3:15])[CH3:14].C[CH2:35][O:36][C:37]([CH3:39])=[O:38]>CN(C=O)C>[CH3:35][O:36][C:37](=[O:38])[CH2:39][N:33]1[C:28]2[CH:29]=[CH:30][CH:31]=[CH:32][C:27]=2[NH:26][CH2:25][C@H:21]([NH:20][C:18]([O:17][C:13]([CH3:14])([CH3:15])[CH3:16])=[O:19])[C:22]1=[O:24] |f:0.1|. Reported procedure: (3S)-2-Oxo-3-tert-Butoxycarbonylamino-1,3,4,5-tetrahydro-1H-1,5-benzodiazepine. 1-(3-Dimethylaminopropyl)-3-ethylcarbodiimide hydrochloride (8.54 g, 44.5 mmol) was added to a cooled (0° C.) solution of (2S)-2-tert-butoxycarbonylamino-3-(2-aminophenylamino)propionic acid (11.95 g, 40.5 mmol) in 100 ml of DMF and stirred for 18 h. The reaction was poured into 700 ml of EtOAc and washed four times with 100 ml of H2O. The organic layer was dried over anhydrous Na2SO4, filtered, and evaporated to giv... Reactants: ClC1=CC2=C([C@H]3CCC(N[C@@H]3CC2)=O)C=C1 ((4aR)-(10bR)-8-chloro-1,2,3,4,4a,5,6,10b-octahydrobenzo[f]quinolin-3-one), CI (methyl iodide). Run in C1CCOC1 (THF). Run at time 13 hour. The product is ClC1=CC2=C([C@H]3CCC(N([C@@H]3CC2)C)=O)C=C1 ((4aR)-(10bR)-8-chloro-4-methyl-1,2,3,4,4a,5,6,10b-octahydrobenzo[f]quinolin-3-one). The yield is 104.7%. RXN SMILES: [Cl:1][C:2]1[CH:16]=[CH:15][C:5]2[C@@H:6]3[C@@H:11]([CH2:12][CH2:13][C:4]=2[CH:3]=1)[NH:10][C:9](=[O:14])[CH2:8][CH2:7]3.[CH3:17]I>C1COCC1>[Cl:1][C:2]1[CH:16]=[CH:15][C:5]2[C@@H:6]3[C@@H:11]([CH2:12][CH2:13][C:4]=2[CH:3]=1)[N:10]([CH3:17])[C:9](=[O:14])[CH2:8][CH2:7]3. Procedure: Two hundred L of THF was added to a reactor, and 24.6 kg of (4aR)-(10bR)-8-chloro-1,2,3,4,4a,5,6,10b-octahydrobenzo[f]quinolin-3-one was added. Then 35 kg of methyl iodide was added, rinsed in with 10 L of THF. A 79.6 kg portion of 50% aqueous sodium hydroxide was added in 13 minutes at 15°-25°, rinsed in with 40 L of THF. The mixture was stirred at 36°-39° for 13 hours, and was then cooled to 15°-25°. The layers were allowed to separate, and the water/THF phase was neutralized to pH 7 with hydr... The reactants are ClC1=CC=C(C=C1)C(CCCC(=O)O)=O (4-chloro-δ-oxobenzenepentanoic acid), Cl.ClC1=CC=C(C=C1)NN ((4-chlorophenyl)hydrazine hydrochloride). The product is ClC=1C=C2C(=C(NC2=CC1)C1=CC=C(C=C1)Cl)CCC(=O)O (5-Chloro-2-(4-chlorophenyl)-1H-indole-3-propanoic Acid). Reaction SMILES: [Cl:1][C:2]1[CH:7]=[CH:6][C:5]([C:8](=O)[CH2:9][CH2:10][CH2:11][C:12]([OH:14])=[O:13])=[CH:4][CH:3]=1.Cl.[Cl:17][C:18]1[CH:23]=[CH:22][C:21]([NH:24]N)=[CH:20][CH:19]=1>>[Cl:17][C:18]1[CH:19]=[C:20]2[C:21](=[CH:22][CH:23]=1)[NH:24][C:8]([C:5]1[CH:6]=[CH:7][C:2]([Cl:1])=[CH:3][CH:4]=1)=[C:9]2[CH2:10][CH2:11][C:12]([OH:14])=[O:13] |f:1.2|. Reported procedure: Prepared from 4-chloro-δ-oxobenzenepentanoic acid and (4-chlorophenyl)hydrazine hydrochloride according to the method of Description 7. 1H NMR (250 MHz, DMSO-d6) δ2.55-2.61 (2H, m), 3.07-3.13 (2H, m), 7.16 (2H, d, J 12.6 Hz), 7.41 (2H, d, J 12.6 Hz), 7.62-7.71 (3H, m), 11.52 (1H, br s), and 12.19 (1H, br s). m/z (ES+) 331, 333 (M+1). Reactants: ClC=1C=C(C=CC1)C1=CNN(C1=O)C=1C=C(C=CC1)C(F)(F)F (4-(3-chlorophenyl)-1-(α,α,α-trifluoro-3-tolyl)-3-pyrazolin-5-one), C([O-])([O-])=O.[K+].[K+] (potassium carbonate), C(C)I (ethyl iodide). Solvent: C(C)O (ethanol). Yields the product ClC=1C=C(C=CC1)C1=CN(N(C1=O)C=1C=C(C=CC1)C(F)(F)F)CC (4-(3-Chlorophenyl)-2-ethyl-1-(α,α,α-trifluoro-3-tolyl)-3-pyrazolin-5-one). As a reaction SMILES: [Cl:1][C:2]1[CH:3]=[C:4]([C:8]2[C:12](=[O:13])[N:11]([C:14]3[CH:15]=[C:16]([C:20]([F:23])([F:22])[F:21])[CH:17]=[CH:18][CH:19]=3)[NH:10][CH:9]=2)[CH:5]=[CH:6][CH:7]=1.C(=O)([O-])[O-].[K+].[K+].[CH2:30](I)[CH3:31]>C(O)C>[Cl:1][C:2]1[CH:3]=[C:4]([C:8]2[C:12](=[O:13])[N:11]([C:14]3[CH:15]=[C:16]([C:20]([F:21])([F:22])[F:23])[CH:17]=[CH:18][CH:19]=3)[N:10]([CH2:30][CH3:31])[CH:9]=2)[CH:5]=[CH:6][CH:7]=1 |f:1.2.3|. Procedure: A mixture of 4.6 grams of the pyrazolinone prepared above, 4 grams potassium carbonate, 15 ml. ethyl iodide and 50 ml. ethanol was refluxed overnight. The reaction product mixture was worked up in the customary way to yield 1.8 grams of the desired product, m.p.=113°-114° C. The reactants are C(C)(C)(C)OC(=O)NC(CCOC1=CC=C(C=C1)N(C1C(N(C1)C(C(=O)O)C1=CC=C(C=C1)OC(NC(C(Cl)(Cl)Cl)=O)=O)=O)C(C=O)=O)C(=O)O (2-[3-{4-(3-tert-Butoxycarbonylamino-3-carboxypropoxy)phenylglyoxyloylamino}-2-oxo-1-azetidinyl]-2-[4-{N-(2,2,2-trichloroacetyl)carbamoyloxy}phenyl]acetic acid), Cl (hydrochloric acid), C([O-])(O)=O.[Na+] (sodium bicarbonate), CO (methanol). The solvent is O (water). Reaction conditions: time 7 hour. Yields the product C(C)(C)(C)OC(=O)NC(CCOC1=CC=C(C=C1)N(C1C(N(C1)C(C(=O)O)C1=CC=C(C=C1)OC(N)=O)=O)C(C=O)=O)C(=O)O (2-[3-{4-(3-tert-butoxycarbonylamino-3-carboxypropoxy)phenylglyoxyloylamino}-2-oxo-1-azetidinyl]-2-(4-carbamoyloxyphenyl)acetic acid). Reaction SMILES: [C:1]([O:5][C:6]([NH:8][CH:9]([C:49]([OH:51])=[O:50])[CH2:10][CH2:11][O:12][C:13]1[CH:18]=[CH:17][C:16]([N:19]([C:45](=[O:48])[CH:46]=[O:47])[CH:20]2[CH2:23][N:22]([CH:24]([C:28]3[CH:33]=[CH:32][C:31]([O:34][C:35](=[O:43])[NH:36]C(=O)C(Cl)(Cl)Cl)=[CH:30][CH:29]=3)[C:25]([OH:27])=[O:26])[C:21]2=[O:44])=[CH:15][CH:14]=1)=[O:7])([CH3:4])([CH3:3])[CH3:2].C(=O)(O)[O-].[Na+].CO.Cl>O>[C:1]([O:5][C:6]([NH:8][CH:9]([C:49]([OH:51])=[O:50])[CH2:10][CH2:11][O:12][C:13]1[CH:18]=[CH:17][C:16]([N:19]([C:45](=[O:48])[CH:46]=[O:47])[CH:20]2[CH2:23][N:22]([CH:24]([C:28]3[CH:29]=[CH:30][C:31]([O:34][C:35](=[O:43])[NH2:36])=[CH:32][CH:33]=3)[C:25]([OH:27])=[O:26])[C:21]2=[O:44])=[CH:15][CH:14]=1)=[O:7])([CH3:4])([CH3:2])[CH3:3] |f:1.2|. Procedure: 2-[3-{4-(3-tert-Butoxycarbonylamino-3-carboxypropoxy)phenylglyoxyloylamino}-2-oxo-1-azetidinyl]-2-[4-{N-(2,2,2-trichloroacetyl)carbamoyloxy}phenyl]acetic acid (550 mg.) was suspended in water (5 ml.), and to the suspension there were added sodium bicarbonate (250 mg.) and methanol (1 ml.). The mixture was stirred at ambient temperature for 7 hours. The reaction mixture was adjusted to pH 2 with dilute hydrochloric acid and the precipitating material was collected by filtration. The material was ...